Task: describe an organic reaction: reactants, conditions, products, and yield. Dataset: the Open Reaction Database (ORD), a public repository of structured organic reaction records Starting materials: O1C(=CC2=C1C=CC=C2)CCC(=O)OCC (ethyl benzofurane-2-propionate), IC=1C=C(C(=O)Cl)C=C(C1O)I (3,5-diiodo-4-hydroxybenzoyl chloride), 3L, ice water, [Sn](Cl)(Cl)(Cl)Cl (tin(IV) chloride). Run in 2L, C(Cl)Cl (methylene chloride). Reaction conditions: time 12 hour. Yields the product IC=1C=C(C(=O)C2=C(OC3=C2C=CC=C3)CCC(=O)OCC)C=C(C1O)I (ethyl 3-(3,5-diiodo-4-hydroxybenzoyl)benzofurane-2-propionate). Reaction SMILES: [O:1]1[C:5]2[CH:6]=[CH:7][CH:8]=[CH:9][C:4]=2[CH:3]=[C:2]1[CH2:10][CH2:11][C:12]([O:14][CH2:15][CH3:16])=[O:13].[I:17][C:18]1[CH:19]=[C:20]([CH:24]=[C:25]([I:28])[C:26]=1[OH:27])[C:21](Cl)=[O:22].[Sn](Cl)(Cl)(Cl)Cl>C(Cl)Cl>[I:17][C:18]1[CH:19]=[C:20]([CH:24]=[C:25]([I:28])[C:26]=1[OH:27])[C:21]([C:3]1[C:4]2[CH:9]=[CH:8][CH:7]=[CH:6][C:5]=2[O:1][C:2]=1[CH2:10][CH2:11][C:12]([O:14][CH2:15][CH3:16])=[O:13])=[O:22]. Reported procedure: 218 g of compound 4 and 409 g of 3,5-diiodo-4-hydroxybenzoyl chloride are dissolved in 2L of anhydrous methylene chloride. Slowly add 287 g of tin(IV) chloride. Stir at room temperature for 12 hours and pour into 3L of ice-water. Wash the organic phase with 5% sodium bicarbonate solution and then with 2N HCl. Dry over sodium sulfate. Evaporate. The product is crystallized from ethanol. Reactants: BrC=1C=NC=2N(C1)N=C(C2)C(=O)O (6-bromo-pyrazolo[1,5-a]pyrimidine-2-carboxylic acid), CC1NCCC2=CC=C(C=C12)C(F)(F)F (1-Methyl-7-trifluoromethyl-1,2,3,4-tetrahydro-isoquinoline). The product is BrC=1C=NC=2N(C1)N=C(C2)C(=O)N2C(C1=CC(=CC=C1CC2)C(F)(F)F)C ((6-Bromo-pyrazolo[1,5-a]pyrimidin-2-yl)-(1-methyl-7-trifluoromethyl-3,4-dihydro-1H-isoquinolin-2-yl)-methanone). Yield: 18.0%. As a reaction SMILES: [Br:1][C:2]1[CH:3]=[N:4][C:5]2[N:6]([N:8]=[C:9]([C:11]([OH:13])=O)[CH:10]=2)[CH:7]=1.[CH3:14][CH:15]1[C:24]2[C:19](=[CH:20][CH:21]=[C:22]([C:25]([F:28])([F:27])[F:26])[CH:23]=2)[CH2:18][CH2:17][NH:16]1>>[Br:1][C:2]1[CH:3]=[N:4][C:5]2[N:6]([N:8]=[C:9]([C:11]([N:16]3[CH2:17][CH2:18][C:19]4[C:24](=[CH:23][C:22]([C:25]([F:26])([F:28])[F:27])=[CH:21][CH:20]=4)[CH:15]3[CH3:14])=[O:13])[CH:10]=2)[CH:7]=1. Procedure details: In close analogy to the procedure described in Example 1, 6-bromo-pyrazolo[1,5-a]pyrimidine-2-carboxylic acid is reacted with 1-Methyl-7-trifluoromethyl-1,2,3,4-tetrahydro-isoquinoline to provide the title compound. Starting materials: CS(=O)(=O)N1CCC(N)CC1, CN1CCCC1=O, CO, Cn1c(=O)c(Oc2ccccc2Cl)cc2cnc(S(C)(=O)=O)nc21, Cl. Yields the product Cn1c(=O)c(Oc2ccccc2Cl)cc2cnc(NC3CCN(S(C)(=O)=O)CC3)nc21. Reaction SMILES: [CH3:25][S:26](=[O:27])(=[O:28])[N:29]1[CH2:30][CH2:31][CH:32]([NH2:35])[CH2:33][CH2:34]1.[CH3:36][N:37]1[CH2:38][CH2:39][CH2:40][C:41]1=[O:42].[CH3:44][OH:45].[Cl:1][c:2]1[c:3]([O:4][c:5]2[cH:6][c:7]3[c:8]([n:9][c:10]([S:13]([CH3:14])(=[O:15])=[O:16])[n:11][cH:12]3)[n:17]([CH3:20])[c:18]2=[O:19])[cH:21][cH:22][cH:23][cH:24]1.[ClH:43]>>[Cl:1][c:2]1[c:3]([O:4][c:5]2[cH:6][c:7]3[c:8]([n:9][c:10]([NH:35][CH:32]4[CH2:31][CH2:30][N:29]([S:26]([CH3:25])(=[O:27])=[O:28])[CH2:34][CH2:33]4)[n:11][cH:12]3)[n:17]([CH3:20])[c:18]2=[O:19])[cH:21][cH:22][cH:23][cH:24]1. Reactants: COCCOC, Cn1nc(-c2c(F)cccc2Cl)nc1-c1ccc(CO)cc1Cl, FC(F)(F)c1cnc(Cl)c(Cl)c1, [H-], [Na+], O. Product: Cn1nc(-c2c(F)cccc2Cl)nc1-c1ccc(COc2ncc(C(F)(F)F)cc2Cl)cc1Cl. As a reaction SMILES: [CH3:39][O:40][CH2:41][CH2:42][O:43][CH3:44].[Cl:1][c:2]1[c:3](-[c:9]2[n:10][n:11]([CH3:23])[c:12](-[c:14]3[c:15]([Cl:22])[cH:16][c:17]([CH2:20][OH:21])[cH:18][cH:19]3)[n:13]2)[c:4]([F:8])[cH:5][cH:6][cH:7]1.[Cl:26][c:27]1[n:28][cH:29][c:30]([C:34]([F:35])([F:36])[F:37])[cH:31][c:32]1[Cl:33].[H-:24].[Na+:25].[OH2:38]>>[Cl:1][c:2]1[c:3](-[c:9]2[n:10][n:11]([CH3:23])[c:12](-[c:14]3[c:15]([Cl:22])[cH:16][c:17]([CH2:20][O:21][c:27]4[n:28][cH:29][c:30]([C:34]([F:35])([F:36])[F:37])[cH:31][c:32]4[Cl:33])[cH:18][cH:19]3)[n:13]2)[c:4]([F:8])[cH:5][cH:6][cH:7]1. Product: CC(NC(=O)OC(C)(C)C)C(=O)OCCl. Reaction SMILES: [C:14](=[O:15])([OH:16])[O-:17].[C:1]([CH3:2])([CH3:3])([CH3:4])[O:5][C:6](=[O:7])[NH:8][CH:9]([C:10](=[O:11])[OH:12])[CH3:13].[CH2:31]([N+:32]([CH2:33][CH2:34][CH2:35][CH3:36])([CH2:37][CH2:38][CH2:39][CH3:40])[CH2:41][CH2:42][CH2:43][CH3:44])[CH2:45][CH2:46][CH3:47].[CH3:52][CH2:53][O:54][C:55](=[O:56])[CH3:57].[Cl:49][CH2:50][Cl:51].[Na+:18].[OH2:48].[S:19]([Cl:20])([O:21][CH2:23][Cl:24])(=[O:22])=[O:25].[S:26]([O-:27])([OH:28])(=[O:29])=[O:30]>>[C:1]([CH3:2])([CH3:3])([CH3:4])[O:5][C:6](=[O:7])[NH:8][CH:9]([C:10]([O:11][CH2:23][Cl:24])=[O:12])[CH3:13]. Reactants: O=C([O-])O, CC(NC(=O)OC(C)(C)C)C(=O)O, CCCC[N+](CCCC)(CCCC)CCCC, CCOC(C)=O, ClCCl, [Na+], O, O=S(=O)(Cl)OCCl, O=S(=O)([O-])O.